Dataset: the Open Reaction Database (ORD), a public repository of structured organic reaction records. Task: describe an organic reaction: reactants, conditions, products, and yield Procedure details: 3.0 g (0.014 mol) of 1-benzyl-6-aminouracil are stirred for 3 hours at 70° C. with 2.2 g (0.018 mol) of n-propyl bromide, 4.2 ml of 15% sodium hydroxide solution and 7 ml of ethanol. The mixture is poured onto ice and extracted with methylene chloride. The organic phases are dried and evaporated down. The residual oil is crystallised from a mixture of methylene chloride and methanol. 1.62 g of the title compound are obtained in the form of white crystals (47% of theory), m.p. 189°-192° C. Isolated yield 44.6%. As a reaction SMILES: [CH2:1]([N:8]1[C:15]([NH2:16])=[CH:14][C:12](=[O:13])[NH:11][C:9]1=[O:10])[C:2]1[CH:7]=[CH:6][CH:5]=[CH:4][CH:3]=1.[CH3:17][CH2:18][CH2:19]Br.[OH-].[Na+]>C(O)C>[CH2:1]([N:8]1[C:15]([NH2:16])=[CH:14][C:12](=[O:13])[N:11]([CH2:17][CH2:18][CH3:19])[C:9]1=[O:10])[C:2]1[CH:7]=[CH:6][CH:5]=[CH:4][CH:3]=1 |f:2.3|. Yields the product C(C1=CC=CC=C1)N1C(=O)N(C(=O)C=C1N)CCC (1-Benzyl-3-propyl-6-aminouracil). Reactants: C(C1=CC=CC=C1)N1C(=O)NC(=O)C=C1N (1-benzyl-6-aminouracil), CCCBr (n-propyl bromide), [OH-].[Na+] (sodium hydroxide). Solvent: C(C)O (ethanol). Starting materials: OCCCCCCCCCCCCCCCC(=O)OC (methyl 16-hydroxyhexadecanoate), C1(=CC=C(C=C1)S(=O)(=O)O)C (p-toluenesulfonic acid), C(=O)(O)[O-].[Na+] (NaHCO3). The solvent is ClCCl (dichloromethane). Run at temperature 0 celsius. The product is O1C(CCCC1)OCCCCCCCCCCCCCCCC(=O)OC (methyl 16-(2-tetrahydropyranyloxy)hexadecanoate). Reaction SMILES: [OH:1][CH2:2][CH2:3][CH2:4][CH2:5][CH2:6][CH2:7][CH2:8][CH2:9][CH2:10][CH2:11][CH2:12][CH2:13][CH2:14][CH2:15][CH2:16][C:17]([O:19][CH3:20])=[O:18].[C:21]1(C)C=[CH:25][C:24](S(O)(=O)=O)=[CH:23][CH:22]=1.C([O-])(O)=[O:33].[Na+]>ClCCl>[O:33]1[CH2:25][CH2:24][CH2:23][CH2:22][CH:21]1[O:1][CH2:2][CH2:3][CH2:4][CH2:5][CH2:6][CH2:7][CH2:8][CH2:9][CH2:10][CH2:11][CH2:12][CH2:13][CH2:14][CH2:15][CH2:16][C:17]([O:19][CH3:20])=[O:18] |f:2.3|. Procedure details: 100.26 g (0.35 mol) of methyl 16-hydroxyhexadecanoate, 0.60 g (3.5 mol) of p-toluenesulfonic acid and 350 ml of dichloromethane were introduced into a 1-1 flask equipped with a stirrer and a dropping funnel and 32.39 g (0.385 mol) of dihydropyan was dropped thereto under stirring at 0° C. After the completion of the addition, the mixture was stirred at room temperature for additional 1 hour to thereby complete the reaction. Next, the reaction mixture was neutralized by adding 0.59 g (7 mmol) of ... The reactants are CC(=O)O, CCOC(=O)c1cn(C2CC2)c2c(C#N)c(Cl)c(F)cc2c1=O, O, O=S(=O)(O)O. The product is N#Cc1c(Cl)c(F)cc2c(=O)c(C(=O)O)cn(C3CC3)c12. As a reaction SMILES: [CH3:30][C:31](=[O:32])[OH:33].[Cl:1][c:2]1[c:3]([F:23])[cH:4][c:5]2[c:6](=[O:22])[c:7]([C:17](=[O:18])[O:19][CH2:20][CH3:21])[cH:8][n:9]([CH:14]3[CH2:15][CH2:16]3)[c:10]2[c:11]1[C:12]#[N:13].[OH2:24].[S:25](=[O:26])(=[O:27])([OH:28])[OH:29]>>[Cl:1][c:2]1[c:3]([F:23])[cH:4][c:5]2[c:6](=[O:22])[c:7]([C:17](=[O:18])[OH:19])[cH:8][n:9]([CH:14]3[CH2:15][CH2:16]3)[c:10]2[c:11]1[C:12]#[N:13]. Reactants: C([C@@H](O)[C@@H](O)[C@H](O)[C@H](O)CO)O (mannitol), C1=CC(=C(C=C1OC=2C(=CC(=CC2I)C[C@@H](C(=O)O)N)I)I)O (liothyronine), C=1C(=CC(=C(C1I)OC=2C=C(C(=C(C2)I)O)I)I)C[C@@H](C(=O)[O-])N.O.[Na+] (levothyroxine sodium), C([C@@H](O)[C@@H](O)[C@H](O)[C@H](O)CO)O (mannitol), C=1C(=CC(=C(C1I)OC=2C=C(C(=C(C2)I)O)I)I)C[C@@H](C(=O)[O-])N.O.[Na+] (levothyroxine sodium), C([C@@H](O)[C@@H](O)[C@H](O)[C@H](O)CO)O (mannitol), C([C@@H](O)[C@@H](O)[C@H](O)[C@H](O)CO)O (mannitol). Yields the product C=1C(=CC(=C(C1I)OC=2C=C(C(=C(C2)I)O)I)I)C[C@@H](C(=O)O)N (levothyroxine). RXN SMILES: C1C(OC2C(I)=CC(C[C@H](N)C(O)=O)=CC=2I)=CC(I)=C(O)C=1.[CH:24]1[C:25]([CH2:42][C@H:43]([NH2:47])[C:44]([O-:46])=[O:45])=[CH:26][C:27]([I:41])=[C:28]([O:31][C:32]2[CH:33]=[C:34]([I:40])[C:35]([OH:39])=[C:36]([I:38])[CH:37]=2)[C:29]=1[I:30].O.[Na+].C(O)[C@H]([C@H]([C@@H]([C@@H](CO)O)O)O)O>>[CH:26]1[C:25]([CH2:42][C@H:43]([NH2:47])[C:44]([OH:46])=[O:45])=[CH:24][C:29]([I:30])=[C:28]([O:31][C:32]2[CH:37]=[C:36]([I:38])[C:35]([OH:39])=[C:34]([I:40])[CH:33]=2)[C:27]=1[I:41] |f:1.2.3|. Procedure details: FIG. 2 depicts graphs of liothyronine (T3) impurity over time at 40° C. for compositions containing 100 μg (“mcg”), 200 μg or 500 μg levothyroxine sodium (L), and either 3 mg or 10 mg mannitol (M). FIG. 3 depicts graphs of T3 impurity over time at 25° C. for compositions containing 100 μg, 200 μg or 500 μg levothyroxine sodium, and either 3 mg or 10 mg mannitol. The graphs in FIGS. 2 and 3 for the compositions containing 3 mg mannitol (open symbols) correspond to the results listed in Table 2. T... Starting materials: C[Si](C)(C)C#N, CCOCC, [I-], [I-], [Zn+2], O=C1CCCc2cc(S(=O)(=O)c3ccccc3)ccc21. The product is N#CC1=CCCc2cc(S(=O)(=O)c3ccccc3)ccc21. As a reaction SMILES: [CH3:21][Si:22]([CH3:23])([CH3:24])[C:25]#[N:26].[CH3:30][CH2:31][O:32][CH2:33][CH3:34].[I-:27].[I-:29].[Zn+2:28].[c:1]1([S:7](=[O:8])(=[O:9])[c:10]2[cH:11][c:12]3[c:17]([cH:18][cH:19]2)[C:16](=[O:20])[CH2:15][CH2:14][CH2:13]3)[cH:2][cH:3][cH:4][cH:5][cH:6]1>>[c:1]1([S:7](=[O:8])(=[O:9])[c:10]2[cH:11][c:12]3[c:17]([cH:18][cH:19]2)[C:16]([C:25]#[N:26])=[CH:15][CH2:14][CH2:13]3)[cH:2][cH:3][cH:4][cH:5][cH:6]1.